From a dataset of the Open Reaction Database (ORD), a public repository of structured organic reaction records. describe an organic reaction: reactants, conditions, products, and yield Starting materials: O=C(O)C(O)C(O)C(=O)O, O=C([O-])O, CC(C)CNC1CCN(C(=O)OC(C)(C)C)CC1, CC(=O)O[BH-](OC(C)=O)OC(C)=O, CC(C)C[Al+]CC(C)C, Cc1ccccc1, CC(=O)O, ClCCCl, [H-], [Na+], [Na+], [Na+], [OH-], CON(C)C(=O)c1nccc2ccccc12. Yields the product CC(C)CN(Cc1nccc2ccccc12)C1CCN(C(=O)OC(C)(C)C)CC1. As a reaction SMILES: [C:27]([OH:28])(=[O:29])[CH:30]([CH:31]([C:32]([OH:33])=[O:34])[OH:35])[OH:36].[C:37](=[O:38])([OH:39])[O-:40].[C:42]([CH3:43])([CH3:44])([CH3:45])[O:46][C:47](=[O:48])[N:49]1[CH2:50][CH2:51][CH:52]([NH:55][CH2:56][CH:57]([CH3:58])[CH3:59])[CH2:53][CH2:54]1.[C:60]([O:61][BH-:62]([O:63][C:64](=[O:65])[CH3:66])[O:67][C:68](=[O:69])[CH3:70])(=[O:71])[CH3:72].[CH2:18]([Al+:19][CH2:20][CH:21]([CH3:22])[CH3:23])[CH:24]([CH3:25])[CH3:26].[CH3:76][c:77]1[cH:78][cH:79][cH:80][cH:81][cH:82]1.[CH3:87][C:88](=[O:89])[OH:90].[Cl:83][CH2:84][CH2:85][Cl:86].[H-:17].[Na+:41].[Na+:73].[Na+:75].[OH-:74].[c:1]1([C:11]([N:12]([O:13][CH3:14])[CH3:15])=[O:16])[n:2][cH:3][cH:4][c:5]2[cH:6][cH:7][cH:8][cH:9][c:10]12>>[c:1]1([CH2:11][N:55]([CH:52]2[CH2:51][CH2:50][N:49]([C:47]([O:46][C:42]([CH3:43])([CH3:44])[CH3:45])=[O:48])[CH2:54][CH2:53]2)[CH2:56][CH:57]([CH3:58])[CH3:59])[n:2][cH:3][cH:4][c:5]2[cH:6][cH:7][cH:8][cH:9][c:10]12.